From a dataset of the Open Reaction Database (ORD), a public repository of structured organic reaction records. describe an organic reaction: reactants, conditions, products, and yield Starting materials: [Cl-].[NH4+] (ammonium chloride), CN[C@@H](CCSC)C(=O)O (N-methyl-L-methionine), [Na] (sodium), FC(C(=O)O)(F)F (trifluoroacetic acid), N (ammonia), CO.C(=O)=O (MeOH dry ice), C1(=CC=CC=C1)C(O)(C1=CC=CC=C1)C1=CC=CC=C1 (triphenylmethanol). The solvent is ClCCl (dichloromethane). Conditions: time 8 hour. Yields the product CN[C@@H](CCSC(C1=CC=CC=C1)(C1=CC=CC=C1)C1=CC=CC=C1)C(=O)O (N-Methyl-S-trityl-L-homocysteine). RXN SMILES: [CH3:1][NH:2][C@H:3]([C:8]([OH:10])=[O:9])[CH2:4][CH2:5][S:6]C.N.CO.C(=O)=O.[Na].[Cl-].[NH4+].[C:20]1([C:26]([C:34]2[CH:39]=[CH:38][CH:37]=[CH:36][CH:35]=2)([C:28]2[CH:33]=[CH:32][CH:31]=[CH:30][CH:29]=2)O)[CH:25]=[CH:24][CH:23]=[CH:22][CH:21]=1.FC(F)(F)C(O)=O>ClCCl>[CH3:1][NH:2][C@H:3]([C:8]([OH:10])=[O:9])[CH2:4][CH2:5][S:6][C:26]([C:34]1[CH:39]=[CH:38][CH:37]=[CH:36][CH:35]=1)([C:28]1[CH:33]=[CH:32][CH:31]=[CH:30][CH:29]=1)[C:20]1[CH:25]=[CH:24][CH:23]=[CH:22][CH:21]=1 |f:2.3,5.6,^1:16|. Procedure details: 7.5 g (0.046 mol) of N-methyl-L-methionine is introduced, and 200 ml of ammonia is condensed while being cooled with MeOH/dry ice. At −35° C., 5.2 g (0.23 mol) of sodium is added in portions over one hour and stirred for two more hours. Then, 9.7 g (0.18 mol) of ammonium chloride is added in portions, the cooling is withdrawn, and the ammonia is driven off overnight with nitrogen. 14.0 g (0.054 mol) of triphenylmethanol is added. While being cooled with ice, 50 ml of dichloromethane and 90 ml of... Starting materials: BrC1=C(C=CC=C1)C(C#N)C (rac-2-(2-bromo-phenyl)-propionitrile), C(CN)N (ethylene diamine). Product: BrC1=C(C=CC=C1)C(C)C=1NCCN1 (rac-2-[1-(2-Bromo-phenyl)-ethyl]-4,5-dihydro-1H-imidazole). As a reaction SMILES: [Br:1][C:2]1[CH:7]=[CH:6][CH:5]=[CH:4][C:3]=1[CH:8]([CH3:11])[C:9]#[N:10].[CH2:12](N)[CH2:13][NH2:14]>>[Br:1][C:2]1[CH:7]=[CH:6][CH:5]=[CH:4][C:3]=1[CH:8]([C:9]1[NH:14][CH2:13][CH2:12][N:10]=1)[CH3:11]. Procedure: rac-2-[1-(2-Bromo-phenyl)-ethyl]-4,5-dihydro-1H-imidazole was prepared from rac-2-(2-bromo-phenyl)-propionitrile and ethylene diamine in analogy to Example 19 b): off-white solid; MS (EI): 251.0 and 253.0 (M+.), 173.1 (((M-Br)+.), 100%). The reactants are CC1=NN2C(C=C(C=C2OCCC(C)C)C)=C1C(=O)O (2,5-dimethyl-7-(3-methylbutoxy)pyrazolo[1,5-a]pyridine-3-carboxylic acid), C(C)(C)(C)OC(NC(CN)(CCC)C)=O (rac-(1-amino-2-methylpentan-2-yl)carbamic acid tert-butyl ester), C(C)(C)N(C(C)C)CC (N,N-diisopropylethylamine), ON1N=NC2=C1C=CC=C2 (1-hydroxybenzotriazole), CN(CCCN=C=NCC)C (1-(3-dimethylaminopropyl)-3-ethylcarbodiimide). The solvent is O1CCCC1 (tetrahydrofuran). Run at time 15 minute. Product: C(C)(C)(C)OC(NC(CNC(=O)C=1C(=NN2C1C=C(C=C2OCCC(C)C)C)C)(CCC)C)=O (rac-[1-({[2,5-Dimethyl-7-(3-methylbutoxy)pyrazolo[1,5-a]pyridin-3-yl]carbonyl}amino)-2-methylpentan-2-yl]carbamic Acid tert-butyl Ester). As a reaction SMILES: [CH3:1][C:2]1[C:17]([C:18]([OH:20])=O)=[C:5]2[CH:6]=[C:7]([CH3:16])[CH:8]=[C:9]([O:10][CH2:11][CH2:12][CH:13]([CH3:15])[CH3:14])[N:4]2[N:3]=1.ON1C2C=CC=CC=2N=N1.CN(C)CCCN=C=NCC.[C:42]([O:46][C:47](=[O:56])[NH:48][C:49]([CH3:55])([CH2:52][CH2:53][CH3:54])[CH2:50][NH2:51])([CH3:45])([CH3:44])[CH3:43].C(N(CC)C(C)C)(C)C>O1CCCC1>[C:42]([O:46][C:47](=[O:56])[NH:48][C:49]([CH3:55])([CH2:52][CH2:53][CH3:54])[CH2:50][NH:51][C:18]([C:17]1[C:2]([CH3:1])=[N:3][N:4]2[C:9]([O:10][CH2:11][CH2:12][CH:13]([CH3:14])[CH3:15])=[CH:8][C:7]([CH3:16])=[CH:6][C:5]=12)=[O:20])([CH3:45])([CH3:44])[CH3:43]. Procedure: A solution of 45 mg (0.163 mmol) of 2,5-dimethyl-7-(3-methylbutoxy)pyrazolo[1,5-a]pyridine-3-carboxylic acid from Example 8A in 3 ml of tetrahydrofuran was admixed with 30 mg (0.177 mmol) of 1-hydroxybenzotriazole and 30 mg (0.177 mmol) of 1-(3-dimethylaminopropyl)-3-ethylcarbodiimide. The resulting solution was stirred at room temperature for 15 min, and then 45.7 mg (0.212 mmol) of rac-(1-amino-2-methylpentan-2-yl)carbamic acid tert-butyl ester from Example 152A were added, followed by 0.85 ml... Reactants: C1(CC1)C1=CC(=NN1)NC1=C(C(=CC=C1[N+](=O)[O-])F)F (5-cyclopropyl-N-(2,3-difluoro-6-nitrophenyl)-1H-pyrazol-3-amine), FC1=CC=C(C=C1)[C@H](C)N ((S)-1-(4-fluoro-phenyl)ethylamine), CCN(C(C)C)C(C)C (DIEA). Solvent: CCCCO (n-BuOH). Run at temperature 160 celsius. Product: C1(CC1)C1=CC(=NN1)NC=1C(=C(C=CC1[N+](=O)[O-])N[C@@H](C)C1=CC=C(C=C1)F)F ((S)-N3-(5-Cyclopropyl-1H-pyrazol-3-yl)-2-fluoro-N1-[1-(4-fluorophenyl)ethyl]-4-nitrobenzene-1,3-diamine). The yield is 70.0%. RXN SMILES: [CH:1]1([C:4]2[NH:8][N:7]=[C:6]([NH:9][C:10]3[C:15]([N+:16]([O-:18])=[O:17])=[CH:14][CH:13]=[C:12](F)[C:11]=3[F:20])[CH:5]=2)[CH2:3][CH2:2]1.[F:21][C:22]1[CH:27]=[CH:26][C:25]([C@@H:28]([NH2:30])[CH3:29])=[CH:24][CH:23]=1.CCN(C(C)C)C(C)C>CCCCO>[CH:1]1([C:4]2[NH:8][N:7]=[C:6]([NH:9][C:10]3[C:11]([F:20])=[C:12]([NH:30][C@H:28]([C:25]4[CH:26]=[CH:27][C:22]([F:21])=[CH:23][CH:24]=4)[CH3:29])[CH:13]=[CH:14][C:15]=3[N+:16]([O-:18])=[O:17])[CH:5]=2)[CH2:3][CH2:2]1. Reported procedure: A mixture of 5-cyclopropyl-N-(2,3-difluoro-6-nitrophenyl)-1H-pyrazol-3-amine (Method 85; 0.400 g, 1.43 mmol), (S)-1-(4-fluoro-phenyl)ethylamine (0.209 g, 1.50 mmol, and DIEA (0.373 ml, 2.14 mmol) in n-BuOH (3 ml) was heated in a sealed tube at 160° C. for 8 hours. The solvent was removed under reduced pressure and the residue was purified by column chromatography (hexane:EtOAc=4:1) to give the title compound as an orange solid (0.40 g, 70%). NMR (400 MHz) 11.95 (s, 1H), 8.74 (s, 1H), 7.72 (d, J=... Reactants: FC1=CC=2CCC(N3C=C(C(C(C23)=C1)=O)C(=O)OCC)C (Ethyl 6,7-dihydro-9-fluoro-5-methyl-1-oxo-1H,5H-benzo-[ij]quinolizine-2-carboxylate), NN (hydrazine). The solvent is CO (methanol). Yields the product FC1=CC=2CCC(N3C=C(C(C(C23)=C1)=O)C(=O)NN)C (6,7-dihydro-9-fluoro-5-methyl-1-oxo-1H,5H-benzo[ij]quinolizine-2-carboxylic acid hydrazide). As a reaction SMILES: [F:1][C:2]1[CH:14]=[C:12]2[C:13]3[N:8]([CH:9]=[C:10]([C:16](OCC)=[O:17])[C:11]2=[O:15])[CH:7]([CH3:21])[CH2:6][CH2:5][C:4]=3[CH:3]=1.[NH2:22][NH2:23]>CO>[F:1][C:2]1[CH:14]=[C:12]2[C:13]3[N:8]([CH:9]=[C:10]([C:16]([NH:22][NH2:23])=[O:17])[C:11]2=[O:15])[CH:7]([CH3:21])[CH2:6][CH2:5][C:4]=3[CH:3]=1. Reported procedure: Ethyl 6,7-dihydro-9-fluoro-5-methyl-1-oxo-1H,5H-benzo-[ij]quinolizine-2-carboxylate (10 g., 0.0347 mole) is dissolved in methanol (200 ml.) containing 25 ml. of 97 percent hydrazine. The mixture is warmed to accelerate solution. The solution is stirred at room temperature, and solid begins to separate immediately. The solid is separated by filtration, washed with methanol and recrystallized from aqueous ethanol to provide 6,7-dihydro-9-fluoro-5-methyl-1-oxo-1H,5H-benzo[ij]quinolizine-2-carboxyli... Reactants: CCO, Cc1c[nH]c2nccc(Nc3ccc([N+](=O)[O-])cc3F)c12, [H][H]. Yields the product Cc1c[nH]c2nccc(Nc3ccc(N)cc3F)c12. Reaction SMILES: [CH3:24][CH2:25][OH:26].[F:1][c:2]1[c:3]([NH:11][c:12]2[c:13]3[c:14]([n:15][cH:16][cH:17]2)[nH:18][cH:19][c:20]3[CH3:21])[cH:4][cH:5][c:6]([N+:8]([O-:9])=[O:10])[cH:7]1.[H:22][H:23]>>[F:1][c:2]1[c:3]([NH:11][c:12]2[c:13]3[c:14]([n:15][cH:16][cH:17]2)[nH:18][cH:19][c:20]3[CH3:21])[cH:4][cH:5][c:6]([NH2:8])[cH:7]1.